describe an organic reaction: reactants, conditions, products, and yield From a dataset of the Open Reaction Database (ORD), a public repository of structured organic reaction records. Starting materials: COC(=O)C1CC(OC(=O)c2ccccc2)CN1C(=O)OC(C)(C)C, O=C([O-])[O-], CO, CCOC(C)=O, [K+], [K+]. The product is COC(=O)C1CC(O)CN1C(=O)OC(C)(C)C. Reaction SMILES: [C:1](=[O:2])([c:3]1[cH:4][cH:5][cH:6][cH:7][cH:8]1)[O:9][CH:10]1[CH2:11][CH:12]([C:22](=[O:23])[O:24][CH3:25])[N:13]([C:15](=[O:16])[O:17][C:18]([CH3:19])([CH3:20])[CH3:21])[CH2:14]1.[C:26](=[O:27])([O-:28])[O-:29].[CH3:32][OH:33].[CH3:34][CH2:35][O:36][C:37](=[O:38])[CH3:39].[K+:30].[K+:31]>>[OH:9][CH:10]1[CH2:11][CH:12]([C:22](=[O:23])[O:24][CH3:25])[N:13]([C:15](=[O:16])[O:17][C:18]([CH3:19])([CH3:20])[CH3:21])[CH2:14]1. Starting materials: C1(CC1)C(CC(=O)C1=C(C(=C(C=C1)F)F)S(=O)(=O)C)=O (3-cyclopropyl-1-(3,4-difluoro-2-methylsulphonylphenyl)propane-1,3-dione), C(OCC)(OCC)OCC (triethyl orthoformate). Run in C(C)(=O)OC(C)=O (acetic anhydride). Product: C1(CC1)C(C(C(=O)C1=C(C(=C(C=C1)F)F)S(=O)(=O)C)=COCC)=O (3-cyclopropyl-1-(3,4-difluoro-2-methylsulphonylphenyl)-2-ethoxy methylenepropane-1,3-dione). Isolated yield 112.1%. As a reaction SMILES: [CH:1]1([C:4](=[O:20])[CH2:5][C:6]([C:8]2[CH:13]=[CH:12][C:11]([F:14])=[C:10]([F:15])[C:9]=2[S:16]([CH3:19])(=[O:18])=[O:17])=[O:7])[CH2:3][CH2:2]1.[CH:21](OCC)(OCC)[O:22][CH2:23][CH3:24]>C(OC(=O)C)(=O)C>[CH:1]1([C:4](=[O:20])[C:5](=[CH:21][O:22][CH2:23][CH3:24])[C:6]([C:8]2[CH:13]=[CH:12][C:11]([F:14])=[C:10]([F:15])[C:9]=2[S:16]([CH3:19])(=[O:18])=[O:17])=[O:7])[CH2:3][CH2:2]1. Reported procedure: A mixture of 3-cyclopropyl-1-(3,4-difluoro-2-methylsulphonylphenyl)propane-1,3-dione (0.85 g) and triethyl orthoformate (1.04 g) in acetic anhydride was stirred and heated at reflux for 4 hours. It was evaporated to dryness and the residue was treated with toluene and re-evaporated to give 3-cyclopropyl-1-(3,4-difluoro-2-methylsulphonylphenyl)-2-ethoxy methylenepropane-1,3-dione (1.13 g) as a brown oil which was not purified further. Reactants: 16.6, NC1=CC(=C(C(=O)N[C@@H]2[C@@H](CN(CC2)C(=O)OCC)OC)C=C1Cl)OC (cis-ethyl 4-(4-amino-5-chloro-2-methoxybenzoylamino)-3-methoxy-1-piperidinecarboxylate), [OH-].[K+] (potassium hydroxide). Run in CC(C)O (2-propanol). The product is NC1=CC(=C(C(=O)N[C@@H]2[C@@H](CNCC2)OC)C=C1Cl)OC (cis-4-amino-5-chloro-2-methoxy-N-(3-methoxy-4piperidinyl)benzamide). Yield: 46.0%. Reaction SMILES: [NH2:1][C:2]1[C:23]([Cl:24])=[CH:22][C:5]([C:6]([NH:8][C@H:9]2[CH2:14][CH2:13][N:12](C(OCC)=O)[CH2:11][C@H:10]2[O:20][CH3:21])=[O:7])=[C:4]([O:25][CH3:26])[CH:3]=1.[OH-].[K+]>CC(O)C>[NH2:1][C:2]1[C:23]([Cl:24])=[CH:22][C:5]([C:6]([NH:8][C@H:9]2[CH2:14][CH2:13][NH:12][CH2:11][C@H:10]2[O:20][CH3:21])=[O:7])=[C:4]([O:25][CH3:26])[CH:3]=1 |f:1.2|. Procedure details: A mixture of 16.6 parts of cis-ethyl 4-(4-amino-5-chloro-2-methoxybenzoylamino)-3-methoxy-1-piperidinecarboxylate, 26.36 parts of potassium hydroxide and 160 parts of 2-propanol was stirred and refluxed for 3 hours. The reaction mixture was evaporated in vacuo on a boiling water-bath. Water was added to the residue and the whole was evaporated again. The residue was boiled in water on a warm water-bath. The precipitated product was filtered off and taken up in trichloromethane. The organic phase... The reactants are CC(C)(C)OC(=O)N1CCC(CCNC(=O)c2noc(-c3ccc(C#N)cc3)n2)CC1, Cl, C1COCCO1. Yields the product Cl, N#Cc1ccc(-c2nc(C(=O)NCCC3CCNCC3)no2)cc1. Reaction SMILES: [C:1]([O:2][C:3](=[O:4])[N:8]1[CH2:9][CH2:10][CH:11]([CH2:14][CH2:15][NH:16][C:17](=[O:18])[c:19]2[n:20][o:21][c:22](-[c:24]3[cH:25][cH:26][c:27]([C:30]#[N:31])[cH:28][cH:29]3)[n:23]2)[CH2:12][CH2:13]1)([CH3:5])([CH3:6])[CH3:7].[ClH:32].[O:33]1[CH2:34][CH2:35][O:36][CH2:37][CH2:38]1>>[ClH:32].[NH:8]1[CH2:9][CH2:10][CH:11]([CH2:14][CH2:15][NH:16][C:17](=[O:18])[c:19]2[n:20][o:21][c:22](-[c:24]3[cH:25][cH:26][c:27]([C:30]#[N:31])[cH:28][cH:29]3)[n:23]2)[CH2:12][CH2:13]1.